From a dataset of the Open Reaction Database (ORD), a public repository of structured organic reaction records. describe an organic reaction: reactants, conditions, products, and yield The reactants are ClC=1C=C(N=NC1)C1=CC(=C(C=C1)F)Cl (5-Chloro-3-(3-chloro-4-fluoro-phenyl)-pyridazine), C(CCC)[Sn](COCOC)(CCCC)CCCC (tributyl-methoxymethoxymethyl-stannane), C(C)(=O)OCC (ethyl acetate), O (water), solution. Run in CN(C)C=O (DMF). As a reaction SMILES: Cl[C:2]1[CH:3]=[C:4]([C:8]2[CH:13]=[CH:12][C:11]([F:14])=[C:10]([Cl:15])[CH:9]=2)[N:5]=[N:6][CH:7]=1.C([Sn](CCCC)(CCCC)[CH2:21][O:22][CH2:23][O:24][CH3:25])CCC.C(OCC)(=O)C.O>CN(C=O)C.[Pd](Cl)Cl.C1(P(C2C=CC=CC=2)C2C=CC=CC=2)C=CC=CC=1.C1(P(C2C=CC=CC=2)C2C=CC=CC=2)C=CC=CC=1>[Cl:15][C:10]1[CH:9]=[C:8]([C:4]2[N:5]=[N:6][CH:7]=[C:2]([CH2:21][O:22][CH2:23][O:24][CH3:25])[CH:3]=2)[CH:13]=[CH:12][C:11]=1[F:14] |f:5.6.7|. Yields the product ClC=1C=C(C=CC1F)C=1N=NC=C(C1)COCOC (3-(3-chloro-4-fluoro-phenyl)-5-methoxymethoxymethyl-pyridazine). The reagents and catalysts are [Pd](Cl)Cl.C1(=CC=CC=C1)P(C1=CC=CC=C1)C1=CC=CC=C1.C1(=CC=CC=C1)P(C1=CC=CC=C1)C1=CC=CC=C1 (bis-(triphenylphosphine) -palladium(II)-dichloride). Yield: 59.5%. Reaction conditions: temperature 100 celsius, time 30 minute. Procedure details: 5-Chloro-3-(3-chloro-4-fluoro-phenyl)-pyridazine (535 mg, 2.2 mmol) and bis-(triphenylphosphine) -palladium(II)-dichloride (145 mg, 0.22 mmol) were treated with a solution of tributyl-methoxymethoxymethyl-stannane (Sawyer J. S.; Kucerovy A.; Macdonald T. L.; McGarvey G. J. J. Am. Chem. Soc. (1988), 110, 842-853) (964 mg, 2.64 mmol) in DMF (5.3 ml). The mixture was heated at 100° C. for 4 hours then cooled to room temperature and a saturated KEF solution (5.3 ml) was added. The mixture was stirre...